From a dataset of the Open Reaction Database (ORD), a public repository of structured organic reaction records. describe an organic reaction: reactants, conditions, products, and yield Yield: 65.5%. Procedure: A solution of 3-(1-ethyl-1,2,3,6-tetrahydropyridin-4-yl)-5-nitro-1H-indole (60) (0.1 g, 0.368 mmol) in dry ethanol (5 mL) was treated with 10% Pd—C (0.02 g), purged with hydrogen gas and stirred for 4 h under hydrogen atm. (balloon pressure). The solid was filtered off using celite bed and washed with dry ethanol (2×5 mL). The combined ethanol layer was treated with thiophene-2-carboximidothioic acid methyl ester hydroiodide (0.21 g, 0.737 mmol) and stirred for 24 h at room temperature. The solv... Starting materials: C(C)N1CCC(=CC1)C1=CNC2=CC=C(C=C12)[N+](=O)[O-] (3-(1-Ethyl-1,2,3,6-tetrahydropyridin-4-yl)-5-nitro-1H-indole), I.CSC(=N)C=1SC=CC1 (thiophene-2-carboximidothioic acid methyl ester hydroiodide). Run at time 4 hour. Reagents/catalysts: [Pd] (Pd—C). Yields the product C(C)N1CCC(CC1)C1=CNC2=CC=C(C=C12)NC(=N)C=1SC=CC1 (N-(3-(1-ethylpiperidin-4-yl)-1H-indol-5-yl)thiophene-2-carboximidamide). RXN SMILES: [CH2:1]([N:3]1[CH2:8][CH:7]=[C:6]([C:9]2[C:17]3[C:12](=[CH:13][CH:14]=[C:15]([N+:18]([O-])=O)[CH:16]=3)[NH:11][CH:10]=2)[CH2:5][CH2:4]1)[CH3:2].I.CS[C:24]([C:26]1[S:27][CH:28]=[CH:29][CH:30]=1)=[NH:25]>C(O)C.[Pd]>[CH2:1]([N:3]1[CH2:8][CH2:7][CH:6]([C:9]2[C:17]3[C:12](=[CH:13][CH:14]=[C:15]([NH:18][C:24]([C:26]4[S:27][CH:28]=[CH:29][CH:30]=4)=[NH:25])[CH:16]=3)[NH:11][CH:10]=2)[CH2:5][CH2:4]1)[CH3:2] |f:1.2|. Run in C(C)O (ethanol), C(C)O (ethanol). Reactants: BrCC1=CC=CC=C1 (1-(Bromomethyl)benzene), CC1=C(C=NC=C1)NC(OC)=O (methyl 4-methylpyridin-3-ylcarbamate). Run in C1(=CC=CC=C1)C (toluene). Run at temperature 110 celsius, time 16 hour. Yields the product [Br-].C(C1=CC=CC=C1)[N+]1=CC(=C(C=C1)C)NC(=O)OC (1-Benzyl-3-methoxycarbonylamino-4-methyl-pyridinium bromide). The yield is 101.8%. RXN SMILES: [Br:1][CH2:2][C:3]1[CH:8]=[CH:7][CH:6]=[CH:5][CH:4]=1.[CH3:9][C:10]1[CH:15]=[CH:14][N:13]=[CH:12][C:11]=1[NH:16][C:17](=[O:20])[O:18][CH3:19]>C1(C)C=CC=CC=1>[Br-:1].[CH2:2]([N+:13]1[CH:14]=[CH:15][C:10]([CH3:9])=[C:11]([NH:16][C:17]([O:18][CH3:19])=[O:20])[CH:12]=1)[C:3]1[CH:8]=[CH:7][CH:6]=[CH:5][CH:4]=1 |f:3.4|. Procedure: 1-(Bromomethyl)benzene (19 g, 111 mmol, 1.10 equiv.) was added to a solution of methyl 4-methylpyridin-3-ylcarbamate (17 g, 102 mmol, 1.00 equiv.) in toluene (500 mL). The solution was stirred at about 110° C. for about 16 hours. After cooling to ambient temperature, the solids were collected by filtration and washed with toluene to afford the title product as a light brown solid (35 g; yield=97%).